From a dataset of the Open Reaction Database (ORD), a public repository of structured organic reaction records. describe an organic reaction: reactants, conditions, products, and yield Reactants: O=C(O)Cc1ccc(C(F)(F)F)cc1, NCC1CC1. Isolated yield 78.0%. Run at temperature 25 celsius, time 2 hour. The reagents and catalysts are CN(C)C(=[N+](C)C)ON1C2=CC=CC=C2N=N1.F[P-](F)(F)(F)(F)F (HBTU), CCN(C(C)C)C(C)C (DIPEA), C1=CC=C2C(=C1)N=NN2O (HOBt). Solvent: CN(C)C=O (DMF), CN(C)C=O (DMF), CN(C)C=O (DMF), CN(C)C=O (DMF), CN(C)C=O (DMF), CN(C)C=O (DMF). Product: O=C(Cc1ccc(C(F)(F)F)cc1)NCC1CC1. As a reaction SMILES: NCC1CC1.O=C(O)Cc1ccc(C(F)(F)F)cc1.CN(C)C(=[N+](C)C)ON1C2=CC=CC=C2N=N1.F[P-](F)(F)(F)(F)F.C1=CC=C2C(=C1)N=NN2O.CCN(C(C)C)C(C)C.CN(C)C=O>>O=C(Cc1ccc(C(F)(F)F)cc1)NCC1CC1.